Dataset: the Open Reaction Database (ORD), a public repository of structured organic reaction records. Task: describe an organic reaction: reactants, conditions, products, and yield Starting materials: Cl.ClC=1C=C(C=NC1OCC(F)(F)F)C(C)N ((+)-1-(5-chloro-6-(2,2,2-trifluoroethoxy)pyridin-3-yl)ethanamine hydrochloride), NC1=NC=CC(=N1)C(=O)O (2-aminopyrimidine-4-carboxylic acid). The product is NC1=NC=CC(=N1)C(=O)NC(C)C=1C=NC(=C(C1)Cl)OCC(F)(F)F (2-amino-N-(1-(5-chloro-6-(2,2,2-trifluoroethoxy)pyridin-3-yl)ethyl)pyrimidine-4-carb oxamide). Isolated yield 50.0%. RXN SMILES: Cl.[Cl:2][C:3]1[CH:4]=[C:5]([CH:15]([NH2:17])[CH3:16])[CH:6]=[N:7][C:8]=1[O:9][CH2:10][C:11]([F:14])([F:13])[F:12].[NH2:18][C:19]1[N:24]=[C:23]([C:25](O)=[O:26])[CH:22]=[CH:21][N:20]=1>>[NH2:18][C:19]1[N:24]=[C:23]([C:25]([NH:17][CH:15]([C:5]2[CH:6]=[N:7][C:8]([O:9][CH2:10][C:11]([F:12])([F:13])[F:14])=[C:3]([Cl:2])[CH:4]=2)[CH3:16])=[O:26])[CH:22]=[CH:21][N:20]=1 |f:0.1|. Reported procedure: The title compound is prepared in 50% yield (135 mg, a white solid) from (+)-1-(5-chloro-6-(2,2,2-trifluoroethoxy)pyridin-3-yl)ethanamine hydrochloride (210 mg, 0.72 mmol, Amine-5, single enantiomer) and 2-aminopyrimidine-4-carboxylic acid (100 mg, 0.72 mmol) by the similar manner in Step-1 of Example 8. Starting materials: BrC1=CC=C(C=C1)[C@@H](CC(=O)N(C)OC)C1=C(C=CC=C1)C ((R)-3-(4-bromo-phenyl)-N-methoxy-N-methyl-3-o-tolyl-propionamide), BrC1=CC(=NC=C1)C (4-bromo-2-methylpyridine). The product is BrC1=CC=C(C=C1)[C@@H](CC(=O)C1=CC(=NC=C1)C)C1=C(C=CC=C1)C ((R)-3-(4-Bromo-phenyl)-1-(2-methyl-pyridin-4-yl)-3-o-tolyl-propan-1-one). RXN SMILES: [Br:1][C:2]1[CH:7]=[CH:6][C:5]([C@H:8]([C:16]2[CH:21]=[CH:20][CH:19]=[CH:18][C:17]=2[CH3:22])[CH2:9][C:10](N(OC)C)=[O:11])=[CH:4][CH:3]=1.Br[C:24]1[CH:29]=[CH:28][N:27]=[C:26]([CH3:30])[CH:25]=1>>[Br:1][C:2]1[CH:3]=[CH:4][C:5]([C@H:8]([C:16]2[CH:21]=[CH:20][CH:19]=[CH:18][C:17]=2[CH3:22])[CH2:9][C:10]([C:24]2[CH:29]=[CH:28][N:27]=[C:26]([CH3:30])[CH:25]=2)=[O:11])=[CH:6][CH:7]=1. Procedure: In analogy to example 74, step 5, from (R)-3-(4-bromo-phenyl)-N-methoxy-N-methyl-3-o-tolyl-propionamide and 4-bromo-2-methylpyridine was prepared the title compound as yellow solid, MS (ESI+): m/z=394.0797 ([M+H]+, 1Br). Starting materials: BrB(Br)Br, CCCCCc1c(-c2ccc3cc(OC)ccc3c2)n(Cc2ccccc2)c2ccccc12, ClCCl. Yields the product CCCCCc1c(-c2ccc3cc(O)ccc3c2)n(Cc2ccccc2)c2ccccc12. Reaction SMILES: [B:34]([Br:35])([Br:36])[Br:37].[CH2:1]([c:2]1[cH:3][cH:4][cH:5][cH:6][cH:7]1)[n:8]1[c:9](-[c:22]2[cH:23][c:24]3[cH:25][cH:26][c:27]([O:32][CH3:33])[cH:28][c:29]3[cH:30][cH:31]2)[c:10]([CH2:17][CH2:18][CH2:19][CH2:20][CH3:21])[c:11]2[cH:12][cH:13][cH:14][cH:15][c:16]12.[CH2:38]([Cl:39])[Cl:40]>>[CH2:1]([c:2]1[cH:3][cH:4][cH:5][cH:6][cH:7]1)[n:8]1[c:9](-[c:22]2[cH:23][c:24]3[cH:25][cH:26][c:27]([OH:32])[cH:28][c:29]3[cH:30][cH:31]2)[c:10]([CH2:17][CH2:18][CH2:19][CH2:20][CH3:21])[c:11]2[cH:12][cH:13][cH:14][cH:15][c:16]12. The reactants are solid, Cl.O1COC2=C1C=CC=C2C2CCN(CC2)CC[C@@H]2CC[C@H](CC2)N (Trans-4-[2-(4-Benzo[1,3]dioxol-4-yl-piperidin-1-yl)-ethyl]-cyclohexylamine hydrochloride), Cl.O1COC2=C1C=CC=C2C2CCN(CC2)CC[C@@H]2CC[C@H](CC2)N (Trans-4-[2-(4-Benzo[1,3]dioxol-4-yl-piperidin-1-yl)-ethyl]-cyclohexylamine hydrochloride), O1C(CCC1)C(=O)O (tetrahydrofuran-2-carboxylic acid). Yields the product O1COC2=C1C=CC=C2C2CCN(CC2)CC[C@@H]2CC[C@H](CC2)NC(=O)C2OCCC2 (Tetrahydro-furan-2-carboxylic acid-trans-{4-[2-(4-benzo[1,3]dioxol-4-yl-piperidin-1-yl)-ethyl]-cyclohexyl}-amide). As a reaction SMILES: Cl.[O:2]1[C:6]2[CH:7]=[CH:8][CH:9]=[C:10]([CH:11]3[CH2:16][CH2:15][N:14]([CH2:17][CH2:18][C@H:19]4[CH2:24][CH2:23][C@H:22]([NH2:25])[CH2:21][CH2:20]4)[CH2:13][CH2:12]3)[C:5]=2[O:4][CH2:3]1.[O:26]1[CH2:30][CH2:29][CH2:28][CH:27]1[C:31](O)=[O:32]>>[O:2]1[C:6]2[CH:7]=[CH:8][CH:9]=[C:10]([CH:11]3[CH2:16][CH2:15][N:14]([CH2:17][CH2:18][C@H:19]4[CH2:20][CH2:21][C@H:22]([NH:25][C:31]([CH:27]5[CH2:28][CH2:29][CH2:30][O:26]5)=[O:32])[CH2:23][CH2:24]4)[CH2:13][CH2:12]3)[C:5]=2[O:4][CH2:3]1 |f:0.1|. Procedure: The title compound, white solid (17.6 mg, 60.3%), MS (ISP) m/z=429.2 [(M+H)+], was prepared in accordance with the general method of example 1 from Trans-4-[2-(4-Benzo[1,3]dioxol-4-yl-piperidin-1-yl)-ethyl]-cyclohexylamine hydrochloride (intermediate A) (25 mg, 0.0681 mmol) and tetrahydrofuran-2-carboxylic acid The reactants are [BH4-], CCS(=O)(=O)c1nc(Cc2cccc(C(F)(F)F)c2)cc(Oc2cccc(C(F)(F)F)c2)n1, CCO, CCOC(C)=O, ClC(Cl)Cl, [Na+]. Yields the product FC(F)(F)c1cccc(Cc2cc(Oc3cccc(C(F)(F)F)c3)ncn2)c1. As a reaction SMILES: [BH4-:41].[CH2:1]([S:2](=[O:3])(=[O:4])[c:6]1[n:7][c:8]([O:23][c:24]2[cH:25][c:26]([C:30]([F:31])([F:32])[F:33])[cH:27][cH:28][cH:29]2)[cH:9][c:10]([CH2:12][c:13]2[cH:14][c:15]([C:19]([F:20])([F:21])[F:22])[cH:16][cH:17][cH:18]2)[n:11]1)[CH3:5].[CH3:38][CH2:39][OH:40].[CH3:43][CH2:44][O:45][C:46](=[O:47])[CH3:48].[CH:34]([Cl:35])([Cl:36])[Cl:37].[Na+:42]>>[cH:6]1[n:7][c:8]([O:23][c:24]2[cH:25][c:26]([C:30]([F:31])([F:32])[F:33])[cH:27][cH:28][cH:29]2)[cH:9][c:10]([CH2:12][c:13]2[cH:14][c:15]([C:19]([F:20])([F:21])[F:22])[cH:16][cH:17][cH:18]2)[n:11]1. The reactants are CCO, CCOC(OCC)OCC, NC(CS)C(=O)O. The product is CCOC(=O)C(N)CS. As a reaction SMILES: [CH2:18]([OH:19])[CH3:20].[CH2:8]([CH3:9])[O:10][CH:11]([O:12][CH2:13][CH3:14])[O:15][CH2:16][CH3:17].[NH2:1][CH:2]([CH2:3][SH:4])[C:5]([OH:6])=[O:7]>>[NH2:1][CH:2]([CH2:3][SH:4])[C:5](=[O:6])[O:7][CH2:8][CH3:9]. Product: [Si](C1=CC=CC=C1)(C1=CC=CC=C1)(C(C)(C)C)OC[C@@H]1OC[C@@H](O1)C(CO)O ((-)-(2R,4R)-2-(t-Butyldiphenylsilyloxymethyl)-4-(1,2-dihydroxyethyl)-dioxolane). Run at time 2 hour. Reaction SMILES: C([O:8][CH2:9][CH:10]([C@H:12]1[CH2:16][O:15][C@@H:14]([CH2:17][O:18][Si:19]([C:32]([CH3:35])([CH3:34])[CH3:33])([C:26]2[CH:31]=[CH:30][CH:29]=[CH:28][CH:27]=2)[C:20]2[CH:25]=[CH:24][CH:23]=[CH:22][CH:21]=2)[O:13]1)[OH:11])C1C=CC=CC=1.C[O-].[Na+].C(O)(=O)C>CO>[Si:19]([O:18][CH2:17][C@H:14]1[O:13][C@@H:12]([CH:10]([OH:11])[CH2:9][OH:8])[CH2:16][O:15]1)([C:32]([CH3:34])([CH3:35])[CH3:33])([C:20]1[CH:21]=[CH:22][CH:23]=[CH:24][CH:25]=1)[C:26]1[CH:31]=[CH:30][CH:29]=[CH:28][CH:27]=1 |f:1.2|. The solvent is CO (methanol), CO (methanol). The yield is 94.4%. Procedure: To a solution of (-)-(2R,4R)-4-(2-benzoxy-1-hydroxyethyl)-2-(t-butyldiphenylsilyloxy-methyl)-dioxolane (2.52 g, 5.0 mmole) in methanol (40 ml) was added a 0.078 M solution of sodium methoxide (7.3 ml) in methanol. The mixture stirred at room temperature for two hours. The mixture was neutralized with acetic acid and concentrated. The residue was then portioned between ethyl acetate and water, and the aqueous layer extracted with ethyl acetate. The combined organic layers were washed with a satur... Starting materials: C(C)(=O)O (acetic acid), C(C1=CC=CC=C1)OCC(O)[C@@H]1O[C@@H](OC1)CO[Si](C1=CC=CC=C1)(C1=CC=CC=C1)C(C)(C)C ((-)-(2R,4R)-4-(2-benzoxy-1-hydroxyethyl)-2-(t-butyldiphenylsilyloxy-methyl)-dioxolane), solution, C[O-].[Na+] (sodium methoxide). Starting materials: C(#N)C=1C(=C(C(=O)OCC)C=C(C1F)F)F (Ethyl 3-cyano-2,4,5-trifluorobenzoate), Cl (hydrochloric acid), O (water). Solvent: C(C)(=O)O (acetic acid). Run at temperature 100 celsius, time 4 hour. The product is C(#N)C=1C(=C(C(=O)O)C=C(C1F)F)F (3-Cyano-2,4,5-trifluorobenzoic acid). Yield: 97.4%. As a reaction SMILES: [C:1]([C:3]1[C:4]([F:16])=[C:5]([CH:11]=[C:12]([F:15])[C:13]=1[F:14])[C:6]([O:8]CC)=[O:7])#[N:2].Cl.O>C(O)(=O)C>[C:1]([C:3]1[C:4]([F:16])=[C:5]([CH:11]=[C:12]([F:15])[C:13]=1[F:14])[C:6]([OH:8])=[O:7])#[N:2]. Procedure details: Ethyl 3-cyano-2,4,5-trifluorobenzoate (3.35 g, 14.6 mmol) was suspended in glacial acetic acid (5 mL). Concentrated hydrochloric acid (10 mL) was added thereto, and the mixture was stirred at 100° C. for 4 hours. While cooling with ice, water (100 mL) was added to the reaction mixture. Subsequently, the resultant mixture was extracted with chloroform (100 mL×4), followed by drying with sodium sulfate anhydrate. After filtration, the filtrate was concentrated under reduced pressure. The residue w... The reactants are FC=1C=C(C=C(C1NS(=O)(=O)C)F)C(C)NC(=O)C=1N=C(OC1)Cl (2-Chloro-oxazole-4-carboxylic acid [1-(3,5-difluoro-4-methanesulfonylamino-phenyl)-ethyl]-amide), BrC=1C=C(C=CC1)O (3-bromophenol). Product: FC=1C=C(C=C(C1NS(=O)(=O)C)F)C(C)NC(=O)C=1N=C(OC1)OC1=CC(=CC=C1)Br (2-(3-Bromo-phenoxy)-oxazole-4-carboxylic acid [1-(3,5-difluoro-4-methanesulfonylamino-phenyl)-ethyl]-amide). Isolated yield 56.6%. As a reaction SMILES: [F:1][C:2]1[CH:3]=[C:4]([CH:14]([NH:16][C:17]([C:19]2[N:20]=[C:21](Cl)[O:22][CH:23]=2)=[O:18])[CH3:15])[CH:5]=[C:6]([F:13])[C:7]=1[NH:8][S:9]([CH3:12])(=[O:11])=[O:10].[Br:25][C:26]1[CH:27]=[C:28]([OH:32])[CH:29]=[CH:30][CH:31]=1>>[F:1][C:2]1[CH:3]=[C:4]([CH:14]([NH:16][C:17]([C:19]2[N:20]=[C:21]([O:32][C:28]3[CH:29]=[CH:30][CH:31]=[C:26]([Br:25])[CH:27]=3)[O:22][CH:23]=2)=[O:18])[CH3:15])[CH:5]=[C:6]([F:13])[C:7]=1[NH:8][S:9]([CH3:12])(=[O:11])=[O:10]. Procedure: 2-Chloro-oxazole-4-carboxylic acid [1-(3,5-difluoro-4-methanesulfonylamino-phenyl)-ethyl]-amide (50 mg, 0.13 mmol) was reacted with 3-bromophenol (45 mg, 0.26 mmol) to give the title compound (38 mg, 56%) after purification by column chromatography (gradient 12% to 100% EtOAc in n-hexane). The reactants are C1(CC=CCCCC1)C(CC)=O (1-cyclooct-3-enylpropan-1-one), [BH4-].[Na+] (sodium borohydride), ice. The solvent is C(C)O (ethanol). Run at time 4 hour. Product: C1(CC=CCCCC1)C(CC)O (1-cyclooct-3-enylpropan-1-ol). Isolated yield 82.2%. RXN SMILES: [CH:1]1([C:9](=[O:12])[CH2:10][CH3:11])[CH2:8][CH2:7][CH2:6][CH2:5][CH:4]=[CH:3][CH2:2]1.[BH4-].[Na+]>C(O)C>[CH:1]1([CH:9]([OH:12])[CH2:10][CH3:11])[CH2:8][CH2:7][CH2:6][CH2:5][CH:4]=[CH:3][CH2:2]1 |f:1.2|. Procedure details: 1-cyclooct-3-enylpropan-1-one (84.0 g, 0.5 mol) was slowly added to a solution of sodium borohydride (11.9 g, 0.3 mol) in ethanol (330 ml) at 0° C. (ice bath), and stirring was continued at room temperature for 4 h. The reaction mixture was poured into ice-cold 2N HCl (500 ml) and extracted with MTBE (2×200 ml). After washing with brine (3×200 ml), drying (MgSO4) and evaporation of solvents, the yellowish oily residue (86.6 g) was distilled over a 20 cm Widmer column (66-80° C./0.7-0.8 mbar) to ...